This data is from the Open Reaction Database (ORD), a public repository of structured organic reaction records. The task is: describe an organic reaction: reactants, conditions, products, and yield Reactants: Cc1c(OC2CCN(CC(O)CNC(=O)c3ccc(Cl)c(C(=O)OC(C)(C)C)c3)CC2)ccc(Cl)c1Cl, ClCCl, O=C(O)C(F)(F)F. Reaction SMILES: [Cl:1][c:2]1[c:3]([C:4](=[O:5])[O:6][C:7]([CH3:8])([CH3:9])[CH3:10])[cH:11][c:12]([C:15](=[O:16])[NH:17][CH2:18][CH:19]([CH2:20][N:21]2[CH2:22][CH2:23][CH:24]([O:27][c:28]3[c:29]([CH3:36])[c:30]([Cl:35])[c:31]([Cl:34])[cH:32][cH:33]3)[CH2:25][CH2:26]2)[OH:37])[cH:13][cH:14]1.[Cl:45][CH2:46][Cl:47].[OH:38][C:39]([C:40]([F:41])([F:42])[F:43])=[O:44]>>[Cl:1][c:2]1[c:3]([C:4](=[O:5])[OH:6])[cH:11][c:12]([C:15](=[O:16])[NH:17][CH2:18][CH:19]([CH2:20][N:21]2[CH2:22][CH2:23][CH:24]([O:27][c:28]3[c:29]([CH3:36])[c:30]([Cl:35])[c:31]([Cl:34])[cH:32][cH:33]3)[CH2:25][CH2:26]2)[OH:37])[cH:13][cH:14]1. Product: Cc1c(OC2CCN(CC(O)CNC(=O)c3ccc(Cl)c(C(=O)O)c3)CC2)ccc(Cl)c1Cl. Starting materials: COc1ccc(C(C)(O)C(F)(F)F)c(CCOC(C)=O)c1, [Na+], [OH-], O. Yields the product COc1ccc(C(C)(O)C(F)(F)F)c(CCO)c1. Reaction SMILES: [CH3:1][O:2][c:3]1[cH:4][cH:5][c:6]([C:15]([C:16]([F:17])([F:18])[F:19])([CH3:20])[OH:21])[c:7]([CH2:9][CH2:10][O:11][C:12](=[O:13])[CH3:14])[cH:8]1.[Na+:23].[OH-:22].[OH2:24]>>[CH3:1][O:2][c:3]1[cH:4][cH:5][c:6]([C:15]([C:16]([F:17])([F:18])[F:19])([CH3:20])[OH:21])[c:7]([CH2:9][CH2:10][OH:11])[cH:8]1.